This data is from the Open Reaction Database (ORD), a public repository of structured organic reaction records. The task is: describe an organic reaction: reactants, conditions, products, and yield Starting materials: COc1nccc(C(F)(F)F)c1S(=O)(=O)Cl, CS(C)=O, CC#N, ClCCl, COc1cnc(OC)n2nc(N)nc12, c1ccncc1. The product is COc1nccc(Cl)c1S(=O)(=O)Cl. Reaction SMILES: [CH3:15][O:16][c:17]1[n:18][cH:19][cH:20][c:21]([C:27]([F:28])([F:29])[F:30])[c:22]1[S:23](=[O:24])(=[O:25])[Cl:26].[CH3:37][S:38](=[O:39])[CH3:40].[CH3:44][C:45]#[N:46].[Cl:41][CH2:42][Cl:43].[NH2:1][c:2]1[n:3][c:4]2[n:5]([c:6]([O:7][CH3:8])[n:9][cH:10][c:11]2[O:12][CH3:13])[n:14]1.[cH:31]1[cH:32][cH:33][n:34][cH:35][cH:36]1>>[CH3:15][O:16][c:17]1[n:18][cH:19][cH:20][c:21]([Cl:41])[c:22]1[S:23](=[O:24])(=[O:25])[Cl:26]. The reactants are C1(=CC=CC=C1)C=1SC=C(N1)C1=CC=C(C=C1)CCNC(C)=O (N-{2-[4-(2-phenyl-thiazol-4-yl)-phenyl]-ethyl}-acetamide), Cl (HCl), [OH-].[Na+] (sodium hydroxide). Conditions: temperature 120 celsius. The product is C1(=CC=CC=C1)C=1SC=C(N1)C1=CC=C(C=C1)CCN (2-[4-(2-Phenyl-thiazol-4-yl)-phenyl]-ethylamine). Isolated yield 84.6%. As a reaction SMILES: [C:1]1([C:7]2[S:8][CH:9]=[C:10]([C:12]3[CH:17]=[CH:16][C:15]([CH2:18][CH2:19][NH:20]C(=O)C)=[CH:14][CH:13]=3)[N:11]=2)[CH:6]=[CH:5][CH:4]=[CH:3][CH:2]=1.Cl.[OH-].[Na+]>>[C:1]1([C:7]2[S:8][CH:9]=[C:10]([C:12]3[CH:13]=[CH:14][C:15]([CH2:18][CH2:19][NH2:20])=[CH:16][CH:17]=3)[N:11]=2)[CH:2]=[CH:3][CH:4]=[CH:5][CH:6]=1 |f:2.3|. Procedure: In a round-bottomed flask, N-{2-[4-(2-phenyl-thiazol-4-yl)-phenyl]-ethyl}-acetamide (838 mg, 2.60 mmol) was added to 5.0 ml of concentrated HCl and the resulting solution was heated to about 120° C. for about sixteen hours. The solution was then cooled to about 0° C., brought to pH 12 with 5M sodium hydroxide, and extracted with four portions of methylene chloride. The combined organic extracts were then washed with brine, dried over magnesium sulfate, and concentrated in vacuo. The crude materi... Reactants: N12CCCCCC2=NCCC1 (1,8-Diazabicyclo[5.4.0]undec-7-ene), BrC1=CC(=C(C=C1)C(NC1CC1)=NO)F (4-bromo-N-cyclopropyl-2-fluoro-N′-hydroxybenzenecarboximidamide), BrC1=CC(=C(C=C1)C(NC1CC1)=NO)F (4-bromo-N-cyclopropyl-2-fluoro-N′-hydroxybenzenecarboximidamide). Run in O1CCCC1 (tetrahydrofuran). Yields the product BrC1=CC2=C(C(=NO2)NC2CC2)C=C1 (6-Bromo-N-cyclopropyl-1,2-benzisoxazol-3-amine). The yield is 70.1%. As a reaction SMILES: N12CCCN=C1CCCCC2.[Br:12][C:13]1[CH:18]=[CH:17][C:16]([C:19](=[N:24][OH:25])[NH:20][CH:21]2[CH2:23][CH2:22]2)=[C:15](F)[CH:14]=1>O1CCCC1>[Br:12][C:13]1[CH:18]=[CH:17][C:16]2[C:19]([NH:20][CH:21]3[CH2:23][CH2:22]3)=[N:24][O:25][C:15]=2[CH:14]=1. Reported procedure: 1,8-Diazabicyclo[5.4.0]undec-7-ene (0.12 ml) was added to 4-bromo-N-cyclopropyl-2-fluoro-N′-hydroxybenzenecarboximidamide (Intermediate 52) (0.2 g) in tetrahydrofuran (2 ml) then heated at 150° in a microwave for 70 min. The mixture was applied to a Varian Bond-Elut SPE cartridge (silica, 20 g) then eluted with cyclohexane:ethyl acetate (100:0 to 80:20) to give the title compound as a white solid (0.13 g).